This data is from the Open Reaction Database (ORD), a public repository of structured organic reaction records. The task is: describe an organic reaction: reactants, conditions, products, and yield Reactants: S(=O)(Cl)Cl (Thionyl chloride), ClC1=CC=C(C(C2=CC=CC=C2)O)C=C1 (4-chlorobenzhydrol), C(Cl)Cl (CH2Cl2). Conditions: time 18 hour. Product: ClC1=CC=C(C=C1)C(Cl)C1=CC=C(C=C1)Cl (Bis(4-chlorophenyl)chloromethane). Isolated yield 88.4%. RXN SMILES: S(Cl)([Cl:3])=O.[Cl:5][C:6]1[CH:19]=[CH:18][C:9]([CH:10](O)[C:11]2[CH:16]=[CH:15]C=[CH:13][CH:12]=2)=[CH:8][CH:7]=1.[CH2:20]([Cl:22])Cl>>[Cl:5][C:6]1[CH:19]=[CH:18][C:9]([CH:10]([C:11]2[CH:16]=[CH:15][C:20]([Cl:22])=[CH:13][CH:12]=2)[Cl:3])=[CH:8][CH:7]=1. Procedure: Thionyl chloride (10 mL, 137 mmol) was added dropwise to 4-chlorobenzhydrol (12.66 g, 50 mmol) in CH2Cl2 (200 mL) under nitrogen over 15 min. After 18 h and solvent removal in vacuo, the crude product was dissolved in methylene chloride (250 mL) and washed with saturated NaHCO3 (3×50 mL), dried over Na2SO4, and concentrated in vacuo to a thin, amber oil (12.53 g). Upon standing at room temperature for 1 h, crystallization occured to give pure product (12.5 g, 88.4%) as a white solid, mp 61°-64° ...